Dataset: the Open Reaction Database (ORD), a public repository of structured organic reaction records. Task: describe an organic reaction: reactants, conditions, products, and yield Reported procedure: A solution of 2-propenyloxydibenzofuran (0.9 grams) in ortho-dichlorobenzene 8 mL) was refluxed for 22 hours. Mixture was cooled to room temperature and was chromatographed over silica gel to afford the intermediate which was hydrogenated over 10% Pd/C catalyst (90 mg) in ethyl acetate for 18 hours. The reaction was filtered through Celite and all volatiles were removed to afford the title compound. The reagents and catalysts are [Pd] (Pd/C). Reactants: C(=CC)OC1=CC2=C(OC3=C2C=CC=C3)C=C1 (2-propenyloxydibenzofuran), ClC1=C(C=CC=C1)Cl (ortho-dichlorobenzene). As a reaction SMILES: C([O:4][C:5]1[CH:17]=[CH:16][C:8]2[O:9][C:10]3[CH:15]=[CH:14][CH:13]=[CH:12][C:11]=3[C:7]=2[CH:6]=1)=CC.Cl[C:19]1[CH:24]=CC=C[C:20]=1Cl>[Pd].C(OCC)(=O)C>[OH:4][C:5]1[CH:17]=[CH:16][C:8]2[O:9][C:10]3[CH:15]=[CH:14][CH:13]=[CH:12][C:11]=3[C:7]=2[C:6]=1[CH2:20][CH2:19][CH3:24]. Run in C(C)(=O)OCC (ethyl acetate). Yields the product OC1=C(C2=C(OC3=C2C=CC=C3)C=C1)CCC (2-hydroxy-1-propyldibenzofuran). Starting materials: C1(=CC=C(C=C1)S(=O)(=O)Cl)C (p-Toluenesulphonyl chloride), NC1=C(C=NN1C1=CC=C(C=C1)F)C(=O)NC[C@@](C(F)(F)F)(CO)O ((S)-5-Amino-1-(4-fluorophenyl)-N-[3,3,3-trifluoro-2-hydroxy-2-(hydroxymethyl)propyl]-1H-pyrazole-4-carboxamide), N1=CC=CC=C1 (pyridine), C1(=CC=C(C=C1)S(=O)(=O)Cl)C (p-Toluenesulphonyl chloride), C1(=CC=C(C=C1)S(=O)(=O)Cl)C (p-Toluenesulphonyl chloride). The solvent is ClCCl (dichloromethane). Run at temperature 50 celsius, time 1 hour. Yields the product CC1=CC=C(C=C1)S(=O)(=O)OC[C@@](C(F)(F)F)(O)CNC(=O)C=1C=NN(C1N)C1=CC=C(C=C1)F ((S)-2-[({[5-Amino-1-(4-fluorophenyl)-1H-pyrazol-4-yl]carbonyl}amino)methyl]-3,3,3-trifluoro-2-hydroxypropyl 4-methylbenzenesulfonate). Isolated yield 73.3%. Reaction SMILES: [NH2:1][C:2]1[N:6]([C:7]2[CH:12]=[CH:11][C:10]([F:13])=[CH:9][CH:8]=2)[N:5]=[CH:4][C:3]=1[C:14]([NH:16][CH2:17][C@:18]([OH:25])([CH2:23][OH:24])[C:19]([F:22])([F:21])[F:20])=[O:15].N1C=CC=CC=1.[C:32]1([CH3:42])[CH:37]=[CH:36][C:35]([S:38](Cl)(=[O:40])=[O:39])=[CH:34][CH:33]=1>ClCCl>[CH3:42][C:32]1[CH:37]=[CH:36][C:35]([S:38]([O:24][CH2:23][C@:18]([CH2:17][NH:16][C:14]([C:3]2[CH:4]=[N:5][N:6]([C:7]3[CH:8]=[CH:9][C:10]([F:13])=[CH:11][CH:12]=3)[C:2]=2[NH2:1])=[O:15])([OH:25])[C:19]([F:22])([F:21])[F:20])(=[O:40])=[O:39])=[CH:34][CH:33]=1. Reported procedure: (S)-5-Amino-1-(4-fluorophenyl)-N-[3,3,3-trifluoro-2-hydroxy-2-(hydroxymethyl)propyl]-1H-pyrazole-4-carboxamide (90 mg) was dissolved in dry dichloromethane (3 ml) and dry pyridine (3 ml) and cooled in an ice bath under nitrogen. p-Toluenesulphonyl chloride (62 mg) was added and the reaction was stirred at ice bath temperature for 1 hour and then at room temperature for 24 hours. p-Toluenesulphonyl chloride (25 mg) was added and the reaction was stirred at room temperature, under nitrogen over th...